Dataset: the Open Reaction Database (ORD), a public repository of structured organic reaction records. Task: describe an organic reaction: reactants, conditions, products, and yield Starting materials: CCOC(=O)C1CCCNC1, CCN(C(C)C)C(C)C, O=S(=O)(Cl)c1ccccc1Cl, ClCCl, Cl. Yields the product CCOC(=O)C1CCCN(S(=O)(=O)c2ccccc2Cl)C1. Reaction SMILES: [CH2:2]([CH3:3])[O:4][C:5](=[O:6])[CH:7]1[CH2:8][NH:9][CH2:10][CH2:11][CH2:12]1.[CH:13]([N:14]([CH2:15][CH3:16])[CH:17]([CH3:18])[CH3:19])([CH3:20])[CH3:21].[Cl:22][c:23]1[c:24]([S:29](=[O:30])(=[O:31])[Cl:32])[cH:25][cH:26][cH:27][cH:28]1.[Cl:33][CH2:34][Cl:35].[ClH:1]>>[CH2:2]([CH3:3])[O:4][C:5](=[O:6])[CH:7]1[CH2:8][N:9]([S:29]([c:24]2[c:23]([Cl:22])[cH:28][cH:27][cH:26][cH:25]2)(=[O:30])=[O:31])[CH2:10][CH2:11][CH2:12]1. The reactants are FC=1C=C(C=CC1I)N1C(OC(C1)CNC(C)=O)=O ((±)-N-[[3-(3-fluoro-4-iodophenyl)-2-oxo-5-oxazolidinyl]methyl]acetamide), [I-] (iodide), C[Sn](C1=CC=NC=C1)(C)C (trimethyl(4-pyridyl)tin), CO.C(Cl)(Cl)Cl (methanol chloroform). The reagents and catalysts are C1=CC=C(C=C1)P(C2=CC=CC=C2)C3=CC=CC=C3.C1=CC=C(C=C1)P(C2=CC=CC=C2)C3=CC=CC=C3.Cl[Pd]Cl (Bis(triphenylphosphine)palladium (II) chloride). The solvent is O1CCOCC1 (1,4-dioxane). The product is FC=1C=C(C=CC1C1=CC=NC=C1)N1C(O[C@H](C1)CNC(C)=O)=O ((S)-N-[[3-[3-fluoro-4-(4-pyridyl)phenyl]-2-oxo-5-oxazolidinyl]methyl]acetamide). Reaction SMILES: [F:1][C:2]1[CH:3]=[C:4]([N:9]2[CH2:13][CH:12]([CH2:14][NH:15][C:16](=[O:18])[CH3:17])[O:11][C:10]2=[O:19])[CH:5]=[CH:6][C:7]=1I.C[Sn](C)(C)[C:22]1[CH:27]=[CH:26][N:25]=[CH:24][CH:23]=1.CO.C(Cl)(Cl)Cl.[I-]>O1CCOCC1.C1C=CC(P(C2C=CC=CC=2)C2C=CC=CC=2)=CC=1.C1C=CC(P(C2C=CC=CC=2)C2C=CC=CC=2)=CC=1.Cl[Pd]Cl>[F:1][C:2]1[CH:3]=[C:4]([N:9]2[CH2:13][C@H:12]([CH2:14][NH:15][C:16](=[O:18])[CH3:17])[O:11][C:10]2=[O:19])[CH:5]=[CH:6][C:7]=1[C:22]1[CH:27]=[CH:26][N:25]=[CH:24][CH:23]=1 |f:2.3,6.7.8|. Procedure details: A slurry of (±)-N-[[3-(3-fluoro-4-iodophenyl)-2-oxo-5-oxazolidinyl]methyl]acetamide (PREPARATION 18, 0.063 g, 0.165 mmol) and trimethyl(4-pyridyl)tin (0.060 g, 0.248 mmol) in 1,4-dioxane (5 ml) is degasseal by repeated evacuation and filling with nitrogen. Bis(triphenylphosphine)palladium (II) chloride (0.012 g, 0.0165 mmol) is added, the reaction again alegassed, and then the mixture is brought to reflux under nitrogen. After 4 hr TLC (silica gel, 10% methanol/chloroform) reveals some of the io... The reactants are N[C@H]1[C@@H](CS(C1)(=O)=O)C(=O)N1C[C@@H](CCC1)CC1=CC=C(C=C1)F ([(3R,4S)-4-Amino-1,1-dioxo-tetrahydrothiophen-3-yl]-[(S)-3-(4-fluorobenzyl)-piperidin-1-yl]-methanone), O1CCCC1 (tetrahydrofuran), C(C)(=O)O (acetic acid). Solvent: CO (methanol). Run at time 16.5 hour. Yields the product FC1=CC=C(C[C@H]2CN(CCC2)C[C@H]2[C@@H](CS(C2)(=O)=O)N)C=C1 ((3S,4S)-4-[(S)-3-(4-fluorobenzyl)-piperidin-1-ylmethyl]-1,1-dioxo-tetrahydro-thiophen-3-ylamine). Isolated yield 61.2%. Reaction SMILES: [NH2:1][C@@H:2]1[CH2:6][S:5](=[O:8])(=[O:7])[CH2:4][C@H:3]1[C:9]([N:11]1[CH2:16][CH2:15][CH2:14][C@@H:13]([CH2:17][C:18]2[CH:23]=[CH:22][C:21]([F:24])=[CH:20][CH:19]=2)[CH2:12]1)=O.O1CCCC1.C(O)(=O)C>CO>[F:24][C:21]1[CH:20]=[CH:19][C:18]([CH2:17][C@@H:13]2[CH2:14][CH2:15][CH2:16][N:11]([CH2:9][C@@H:3]3[CH2:4][S:5](=[O:7])(=[O:8])[CH2:6][C@H:2]3[NH2:1])[CH2:12]2)=[CH:23][CH:22]=1. Procedure details: [(3R,4S)-4-Amino-1,1-dioxo-tetrahydrothiophen-3-yl]-[(S)-3-(4-fluorobenzyl)-piperidin-1-yl]-methanone (560 mg, 1.46 mmol) was treated with borane-tetrahydrofuran complex in tetrahydrofuran (1.0 M; 58 mL, 58 mmol) and stirred for 16.5 h. The mixture was treated slowly with 20% acetic acid in methanol (38 mL), and the resulting mixture was stirred at room temperature for 5.5 h. The solvents were removed, and the residue was dissolved in water, made basic (pH 11) with 50% sodium hydroxide, and extr... The reagents and catalysts are [Fe] (Iron). Procedure details: Iron powder (18 g.) was added over 40 minutes to a stirred solution of 1-(4-chlorobenzyl)-1,2-dihydro-6-nitro-2-oxoquinol-4-ylacetic acid (13 g.) in 50% v/v aqueous acetic acid (200 ml.) at 90° C. When the addition was completed, the mixture was stirred a further 70 minutes at 90° C. and then poured into an ice-water mixture (700 ml.). The mixture was adjusted to pH 1 with hydrochloric acid, and then filtered. The filtrate was adjusted to pH 6 with ammonium hydroxide solution, and the resulting ... As a reaction SMILES: [Cl:1][C:2]1[CH:26]=[CH:25][C:5]([CH2:6][N:7]2[C:16]3[C:11](=[CH:12][C:13]([N+:17]([O-])=O)=[CH:14][CH:15]=3)[C:10]([CH2:20][C:21]([OH:23])=[O:22])=[CH:9][C:8]2=[O:24])=[CH:4][CH:3]=1.Cl>[Fe].C(O)(=O)C>[NH2:17][C:13]1[CH:12]=[C:11]2[C:16](=[CH:15][CH:14]=1)[N:7]([CH2:6][C:5]1[CH:25]=[CH:26][C:2]([Cl:1])=[CH:3][CH:4]=1)[C:8](=[O:24])[CH:9]=[C:10]2[CH2:20][C:21]([OH:23])=[O:22]. Reaction conditions: temperature 90 celsius, time 70 minute. Reactants: ice water, Cl (hydrochloric acid), ClC1=CC=C(CN2C(C=C(C3=CC(=CC=C23)[N+](=O)[O-])CC(=O)O)=O)C=C1 (1-(4-chlorobenzyl)-1,2-dihydro-6-nitro-2-oxoquinol-4-ylacetic acid). Product: NC=1C=C2C(=CC(N(C2=CC1)CC1=CC=C(C=C1)Cl)=O)CC(=O)O (6-amino-1-(4-chlorobenzyl)-1,2-dihydro-2-oxoquinol-4-ylacetic acid). Solvent: C(C)(=O)O (acetic acid). Isolated yield 52.0%.